This data is from the Open Reaction Database (ORD), a public repository of structured organic reaction records. The task is: describe an organic reaction: reactants, conditions, products, and yield Starting materials: C([O-])([O-])=O.[K+].[K+] (Potassium carbonate), ICCC (1-iodopropane), C(C)OC(=O)C=1N=C(NC1)CC1=CC=C(C=C1)Br (2-(4-Bromobenzyl)-1H-imidazole-4-carboxylic acid ethyl ester), CN(C)C=O (DMF). The solvent is CCOC(=O)C (EtOAc). Run at temperature 60 celsius. The product is C(C)OC(=O)C=1N=C(N(C1)CCC)CC1=CC=C(C=C1)Br (2-(4-bromobenzyl)-1-propyl-1H-imidazole-4-carboxylic acid ethyl ester), C(C)OC(=O)C=1N(C(=NC1)CC1=CC=C(C=C1)Br)CCC (2-(4-bromobenzyl)-3-propyl-3H-imidazole-4-carboxylic acid ethyl ester). The yield is 20.0%. Reaction SMILES: C(=O)([O-])[O-].[K+].[K+].I[CH2:8][CH2:9][CH3:10].[CH2:11]([O:13][C:14]([C:16]1[N:17]=[C:18]([CH2:21][C:22]2[CH:27]=[CH:26][C:25]([Br:28])=[CH:24][CH:23]=2)[NH:19][CH:20]=1)=[O:15])[CH3:12].CN(C=O)C>CCOC(C)=O>[CH2:11]([O:13][C:14]([C:16]1[N:17]=[C:18]([CH2:21][C:22]2[CH:23]=[CH:24][C:25]([Br:28])=[CH:26][CH:27]=2)[N:19]([CH2:8][CH2:9][CH3:10])[CH:20]=1)=[O:15])[CH3:12].[CH2:11]([O:13][C:14]([C:16]1[N:17]([CH2:8][CH2:9][CH3:10])[C:18]([CH2:21][C:22]2[CH:23]=[CH:24][C:25]([Br:28])=[CH:26][CH:27]=2)=[N:19][CH:20]=1)=[O:15])[CH3:12] |f:0.1.2|. Reported procedure: Potassium carbonate (2.6 g, 18.7 mmol) and 1-iodopropane (669.7 μL, 6.9 mmol) were added to 2-(4-Bromobenzyl)-1H-imidazole-4-carboxylic acid ethyl ester (1.9 g, 6.2 mmol) dissolved in DMF (40 mL, 500 mmol). The mixture was heated at 60° C. for 5 hours. The mixture was cooled and then diluted with EtOAc (100 mL), washed with water and saturated aqueous NaCl (100 mL each), dried over MgSO4, filtered and concentrated. The mixture was purified by column chromatography (20-60% EtOAc in Hexanes) to yi... The reactants are CC(C)(C)[O-], COC(=O)CN1CCOCC1, [K+], C1CCOC1, O, CC(=O)c1cccc(O)c1O. The product is O=C1CC(=CN2CCOCC2)Oc2c(O)cccc21. Reaction SMILES: [CH3:12][C:13]([CH3:14])([O-:15])[CH3:16].[CH3:18][O:19][C:20]([CH2:21][N:22]1[CH2:23][CH2:24][O:25][CH2:26][CH2:27]1)=[O:28].[K+:17].[O:29]1[CH2:30][CH2:31][CH2:32][CH2:33]1.[OH2:34].[OH:1][c:2]1[c:3]([C:9]([CH3:10])=[O:11])[cH:4][cH:5][cH:6][c:7]1[OH:8]>>[O:1]1[c:2]2[c:3]([cH:4][cH:5][cH:6][c:7]2[OH:8])[C:9](=[O:11])[CH2:10][C:20]1=[CH:21][N:22]1[CH2:23][CH2:24][O:25][CH2:26][CH2:27]1. Run in C(C)O (ethanol), C(C)O (ethanol), O1CCCC1 (tetrahydrofuran), CCCCCC (hexane), C1CCOC1 (THF). The product is N[C@H](CCC(=O)OCC)C1=CC=CC=C1 (Ethyl 4(R)-amino-4-phenylbutyrate). Procedure: To a stirred solution of 2,4,4-trimethyl-2-oxazoline (620 μL, 4.8 mmol) in 10 mL of anhydrous tetrahydrofuran was added a 2.5 M solution of butyllithium (1.76 mL, 4.4 mmol) in hexane at -78° C. under an argon atmosphere. The reaction mixture was stirred at -78° C. for 30 min. A solution of N-(tert-Butoxycarbonyl)-2-(S)phenylglycinbromide (14) (1.08 g, 3.6 mmol) in 25 mL of anhydrous THF was added dropwise over a period of 10 min. The reaction mixture was stirred at -78° C. for 30 min, then at ro... Conditions: temperature -78 celsius, time 30 minute. The reactants are 4,4-dimethyl, S(O)(O)(=O)=O (sulfuric acid), CC=1OCC(N1)(C)C (2,4,4-trimethyl-2-oxazoline), solution, C(CCC)[Li] (butyllithium), C(C)(C)(C)OC(=O)N[C@H](C(=O)Br)C1=CC=CC=C1 (N-(tert-Butoxycarbonyl)-2(S)-phenylglycinbromide). Reaction SMILES: [CH3:1][C:2]1[O:3][CH2:4][C:5]([CH3:8])(C)N=1.C([Li])CCC.C(OC([NH:21][C@@H:22]([C:26]1[CH:31]=[CH:30][CH:29]=[CH:28][CH:27]=1)C(Br)=O)=O)(C)(C)C.S(=O)(=O)(O)[OH:33]>O1CCCC1.CCCCCC.C(O)C>[NH2:21][C@@H:22]([C:26]1[CH:31]=[CH:30][CH:29]=[CH:28][CH:27]=1)[CH2:8][CH2:5][C:4]([O:3][CH2:2][CH3:1])=[O:33]. Isolated yield 76.0%.